This data is from the Open Reaction Database (ORD), a public repository of structured organic reaction records. The task is: describe an organic reaction: reactants, conditions, products, and yield The reactants are CC(=O)O, COc1ccc2c(c1)CC(O)CC2, O=S(=O)(O)O. Product: COc1ccc2c(c1)CC(OC(C)=O)CC2. RXN SMILES: [C:19]([CH3:20])(=[O:21])[OH:22].[CH3:1][O:2][c:3]1[cH:4][cH:5][c:6]2[c:11]([cH:12]1)[CH2:10][CH:9]([OH:13])[CH2:8][CH2:7]2.[S:14](=[O:15])(=[O:16])([OH:17])[OH:18]>>[CH3:1][O:2][c:3]1[cH:4][cH:5][c:6]2[c:11]([cH:12]1)[CH2:10][CH:9]([O:13][C:19]([CH3:20])=[O:21])[CH2:8][CH2:7]2. Starting materials: COC=1C=C(C=O)C=C(C1OC)OC (3,4,5-trimethoxybenzaldehyde), COC(OC)OC (trimethoxymethane), C[O-].[Na+] (sodium methoxide). Reagents/catalysts: Cl (hydrochloric acid). The solvent is CO (methanol), CO (methanol). Product: COC(C1=CC(=C(C(=C1)OC)OC)OC)OC (3,4,5-trimethoxybenzaldehyde dimethyl acetal). Isolated yield 100.3%. Reaction SMILES: [CH3:1][O:2][C:3]1[CH:4]=[C:5]([CH:8]=[C:9]([O:13][CH3:14])[C:10]=1[O:11][CH3:12])C=O.CO[CH:17]([O:20][CH3:21])[O:18][CH3:19].C[O-].[Na+]>CO.Cl>[CH3:21][O:20][CH:17]([O:18][CH3:19])[C:5]1[CH:8]=[C:9]([O:13][CH3:14])[C:10]([O:11][CH3:12])=[C:3]([O:2][CH3:1])[CH:4]=1 |f:2.3|. Reported procedure: A mixture of 196.2 g of 3,4,5-trimethoxybenzaldehyde, 127.3 g of trimethoxymethane, 200 ml of methanol and 0.1 g of hydrochloric acid is refluxed for 3 hours. After cooling the reaction mixture, 0.2 g of a 24% sodium methoxide solution in methanol is added thereto and the mixture is evaporated under reduced pressure to remove solvent. 150 ml of tetrahydrofuran are added to the residue, and the mixture is evaporated under reduced pressure to remove solvent. 243 g of 3,4,5-trimethoxybenzaldehyde d... Reactants: NC1=CC=CC=C1 (aniline), ( II ), C(C=C)(=O)Cl (acryloyl chloride), C(C=C)(=O)O (acrylic acid), C([O-])(O)=O.[Na+] (sodium bicarbonate), N1=CC=CC=C1 (pyridine), C(C)(C)N(CC)C(C)C (diisopropylethylamine). The solvent is C(C)N(CC)CC (triethylamine), C(Cl)Cl (methylene chloride). Yields the product C(C)N=C=NCCCN(C)C (1-ethyl-3-(3-dimethylaminopropyl)carbodiimide), ( I ). As a reaction SMILES: [NH2:1][C:2]1[CH:7]=CC=CC=1.C(Cl)(=O)C=C.C(=O)(O)[O-].[Na+].[CH:18]([N:21]([CH:24]([CH3:26])C)[CH2:22]C)(C)C.C(O)(=O)C=C.[N:32]1[CH:37]=CC=C[CH:33]=1>C(N(CC)CC)C.C(Cl)Cl>[CH2:2]([N:1]=[C:33]=[N:32][CH2:37][CH2:26][CH2:24][N:21]([CH3:18])[CH3:22])[CH3:7] |f:2.3|. Procedure: Subsequently, the aniline compound of formula (II) is subjected to a reaction with an acryloyl chloride substituted with A and B, in an organic solvent (e.g., methylene chloride or tetrohydrofuran) or a mixed solvent such as 50% aqueous tetrohydrofuran in the presence of an inorganic base (e.g., sodium bicarbonate) or organic base (e.g., triethylamine or diisopropylethylamine) at a low temperature ranging from −10° C. to 10° C.; or with acrylic acid substituted with A and B, in pyridine using a ... Starting materials: CC(N=C=NC(C)C)C (DIC), CNC1CCN(CC1)C=1SC=CN1 (N-methyl-1-(thiazol-2-yl)piperidin-4-amine), C1(=CC=CC=C1)C#CC(=O)O (3-phenyl-propiolic acid). Run in CC#N (MeCN). Conditions: time 3 hour. The product is CN(C(C#CC1=CC=CC=C1)=O)C1CCN(CC1)C=1SC=CN1 (N-methyl-3-phenyl-N-(1-(thiazol-2-yl)piperidin-4-yl)propiolamide). RXN SMILES: CC(C)N=C=NC(C)C.[CH3:10][NH:11][CH:12]1[CH2:17][CH2:16][N:15]([C:18]2[S:19][CH:20]=[CH:21][N:22]=2)[CH2:14][CH2:13]1.[C:23]1([C:29]#[C:30][C:31](O)=[O:32])[CH:28]=[CH:27][CH:26]=[CH:25][CH:24]=1>CC#N>[CH3:10][N:11]([CH:12]1[CH2:17][CH2:16][N:15]([C:18]2[S:19][CH:20]=[CH:21][N:22]=2)[CH2:14][CH2:13]1)[C:31](=[O:32])[C:30]#[C:29][C:23]1[CH:28]=[CH:27][CH:26]=[CH:25][CH:24]=1. Procedure details: 685 μl (4.38 mmol) DIC was added to a solution of 785 mg (4.00 mmol) N-methyl-1-(thiazol-2-yl)piperidin-4-amine and 640 mg (4.38 mmol) 3-phenyl-propiolic acid in MeCN (40 ml) and the reaction solution was stirred for 3 h at RT. Subsequently, concentration took place in vacuo and the residue was taken up by chloroform, washed with water and brine, dried over MgSO4, filtered and concentrated in vacuo. 421 mg (1.30 mmol, 32%) (N-methyl-3-phenyl-N-(1-(thiazol-2-yl)piperidin-4-yl)propiolamide was obt...